Dataset: the Open Reaction Database (ORD), a public repository of structured organic reaction records. Task: describe an organic reaction: reactants, conditions, products, and yield Reaction SMILES: [CH2:33]([Cl:34])[Cl:35].[NH2:1][CH2:2][c:3]1[cH:4][c:5]2[c:6](-[c:19]3[cH:20][c:21]([F:25])[cH:22][cH:23][cH:24]3)[n:7][n:8]([C:12]([O:13][C:14]([CH3:15])([CH3:16])[CH3:17])=[O:18])[c:9]2[cH:10][cH:11]1.[OH:26][C:27]([C:28]([F:29])([F:30])[F:31])=[O:32]>>[NH2:1][CH2:2][c:3]1[cH:4][c:5]2[c:6](-[c:19]3[cH:20][c:21]([F:25])[cH:22][cH:23][cH:24]3)[n:7][nH:8][c:9]2[cH:10][cH:11]1. Yields the product NCc1ccc2[nH]nc(-c3cccc(F)c3)c2c1. The reactants are ClCCl, CC(C)(C)OC(=O)n1nc(-c2cccc(F)c2)c2cc(CN)ccc21, O=C(O)C(F)(F)F. Starting materials: OC(C)(C)C=1C=C(C=C(C1)CN1N=CN=C1)C(C#N)(C)C (2-[3-(1-hydroxy-1-methylethyl)-5-(1H-1,2,4-triazol-1-ylmethyl)phenyl]-2-methylpropiononitrile), C(C)[SiH](CC)CC (triethylsilane). Solvent: FC(C(=O)O)(F)F (trifluoroacetic acid). Conditions: time 18 hour. The product is C(C)(C)C=1C=C(C=C(C1)CN1N=CN=C1)C(C#N)(C)C (2-[3-isopropyl-5-(1H-1,2,4-triazol-1-ylmethyl)phenyl]-2-methylpropiononitrile). Reaction SMILES: O[C:2]([C:5]1[CH:6]=[C:7]([C:17]([CH3:21])([CH3:20])[C:18]#[N:19])[CH:8]=[C:9]([CH2:11][N:12]2[CH:16]=[N:15][CH:14]=[N:13]2)[CH:10]=1)([CH3:4])[CH3:3].C([SiH](CC)CC)C>FC(F)(F)C(O)=O>[CH:2]([C:5]1[CH:6]=[C:7]([C:17]([CH3:21])([CH3:20])[C:18]#[N:19])[CH:8]=[C:9]([CH2:11][N:12]2[CH:16]=[N:15][CH:14]=[N:13]2)[CH:10]=1)([CH3:4])[CH3:3]. Procedure: A solution of 2-[3-(1-hydroxy-1-methylethyl)-5-(1H-1,2,4-triazol-1-ylmethyl)phenyl]-2-methylpropiononitrile (0.06 g) in trifluoroacetic acid (1 ml) was treated with triethylsilane (50 mg) and the solution kept at room temperature for 18 h and then evaporated to dryness under reduced pressure. The residue was treated with aqueous sodium hydrogen carbonate solution and the mixture was extracted twice with ethyl acetate. The combined extracts were dried and evaporated to dryness under reduced press... The reactants are C(CCCCCCC)(=O)O (octanoic acid), C1CN2CCN(CCN1)CC2 (tetraethylenetriamine). Yields the product C1CN2CCN(CCN1)CC2.C(CCCCCCC)(=O)O (TETA octanoic acid), C(CCCCCCC)(=O)O (octanoic acid). As a reaction SMILES: [C:1]([OH:10])(=[O:9])[CH2:2][CH2:3][CH2:4][CH2:5][CH2:6][CH2:7][CH3:8].[CH2:11]1[NH:19][CH2:18][CH2:17][N:16]2[CH2:20][CH2:21][N:13]([CH2:14][CH2:15]2)[CH2:12]1>>[CH2:11]1[NH:19][CH2:18][CH2:17][N:16]2[CH2:20][CH2:21][N:13]([CH2:14][CH2:15]2)[CH2:12]1.[C:1]([OH:10])(=[O:9])[CH2:2][CH2:3][CH2:4][CH2:5][CH2:6][CH2:7][CH3:8].[C:1]([OH:10])(=[O:9])[CH2:2][CH2:3][CH2:4][CH2:5][CH2:6][CH2:7][CH3:8] |f:2.3|. Procedure details: 10.12 g of octanoic acid and 0.7 g of tetraethylenetriamine (TETA) were mixed together to form TETA-octanoic acid salt/octanoic acid mixture (hereafter “FAS4”). The total of FAS4 was then mixed, at room temperature, with 2 000 g, in respect to dry weight of mineral matter, of a 35 wt. % solids (wet ground at 35 wt % in absence of dispersant) suspension of marble of Norwegian origin, in which 75% by weight of the particles had a particle diameter of less than 1 μm and a specific surface of 9.2 m2...